This data is from the Open Reaction Database (ORD), a public repository of structured organic reaction records. The task is: describe an organic reaction: reactants, conditions, products, and yield Starting materials: [Li]CCCC, CCOC(C)=O, CCO, CC(C)NC(C)C, [Cl-], Clc1cccnc1, O=Cc1cc(F)ccc1F, [NH4+], C1CCOC1. Yields the product OC(c1cc(F)ccc1F)c1ccncc1Cl. Reaction SMILES: [CH2:8]([Li:9])[CH2:10][CH2:11][CH3:12].[CH3:32][CH2:33][O:34][C:35](=[O:36])[CH3:37].[CH3:38][CH2:39][OH:40].[CH:1]([NH:2][CH:3]([CH3:4])[CH3:5])([CH3:6])[CH3:7].[Cl-:30].[Cl:13][c:14]1[cH:15][n:16][cH:17][cH:18][cH:19]1.[F:20][c:21]1[c:22]([CH:23]=[O:24])[cH:25][c:26]([F:29])[cH:27][cH:28]1.[NH4+:31].[O:41]1[CH2:42][CH2:43][CH2:44][CH2:45]1>>[Cl:13][c:14]1[cH:15][n:16][cH:17][cH:18][c:19]1[CH:23]([c:22]1[c:21]([F:20])[cH:28][cH:27][c:26]([F:29])[cH:25]1)[OH:24]. As a reaction SMILES: [Cl:32][CH2:33][Cl:34].[F:25][C:26]([C:27](=[O:28])[OH:29])([F:30])[F:31].[O:1]=[C:2]1[NH:3][c:4]2[cH:5][cH:6][cH:7][cH:8][c:9]2[CH2:10][N:11]1[CH:12]1[CH2:13][CH2:14][N:15]([C:18]([O:19][C:20]([CH3:21])([CH3:22])[CH3:23])=[O:24])[CH2:16][CH2:17]1>>[F:25][C:26]([C:27](=[O:28])[OH:29])([F:30])[F:31].[O:1]=[C:2]1[NH:3][c:4]2[cH:5][cH:6][cH:7][cH:8][c:9]2[CH2:10][N:11]1[CH:12]1[CH2:13][CH2:14][NH:15][CH2:16][CH2:17]1. Yields the product O=C(O)C(F)(F)F, O=C1Nc2ccccc2CN1C1CCNCC1. Starting materials: ClCCl, O=C(O)C(F)(F)F, CC(C)(C)OC(=O)N1CCC(N2Cc3ccccc3NC2=O)CC1. Reactants: N1=C(C=CC=C1)C=O (pyridine-2-carboxaldehyde), C(CCS)S (propane-1,3-dithiol), C1(=CC=C(C=C1)S(=O)(=O)O)C (paratoluenesulphonic acid), O (water). The solvent is ClCCCl (1,2-dichloroethane). Reaction conditions: temperature 5 celsius. The product is N1=C(C=CC=C1)C1SCCCS1 (2-(Pyrid-2-yl)-1,3-dithiane). Isolated yield 85.2%. As a reaction SMILES: [N:1]1[CH:6]=[CH:5][CH:4]=[CH:3][C:2]=1[CH:7]=O.[CH2:9]([SH:13])[CH2:10][CH2:11][SH:12].C1(C)C=CC(S(O)(=O)=O)=CC=1.O>ClCCCl>[N:1]1[CH:6]=[CH:5][CH:4]=[CH:3][C:2]=1[CH:7]1[S:13][CH2:9][CH2:10][CH2:11][S:12]1. Reported procedure: A solution of pyridine-2-carboxaldehyde (26.7 g), propane-1,3-dithiol (94.4 g) and paratoluenesulphonic acid (3.7 g) in 1,2-dichloroethane (2500 cc) is kept at the boil for 20 hours so that the water formed is removed by azeotropic distillation. After cooling to 5° C., the reaction mixture is washed twice with an approximately 7 N aqueous solution of potassium hydroxide (540 cc in total) and then four times with distilled water (1400 cc in total). The organic solution is dried over anhydrous sod... Isolated yield 100.0%. The product is Cl.FC=1C=CC2=C(NC=3SC(=CC3C(=N2)N2C[C@@H](N(CC2)C)CCOC)C)C1 ((S)-6-Fluoro-10-[3-(2-methoxy-ethyl)-4-methyl-piperazin-1-yl]-2-methyl-4H-3-thia-4,9-diaza-benzo[f]azulene hydrochloride). Procedure details: Stir (S)-6-fluoro-10-[3-(2-methoxy-ethyl)-piperazin-1-yl]-2-methyl-4H-3-thia-4,9-diaza-benzo[f]azulene (5.00 g, 13.4 mmol) under nitrogen to dissolve in 1,2-dichloroethane (DCE, 55 mL). Cool to 15-20° C. and add formaldehyde (37% wt. in water, 1.03 g solution, 0.38 g, 12.7 mmol) in one portion. Add sodium triacetoxyborohydride (3.41 g, 16.1 mmol) in portions over 5-10 minutes, keeping the pot temperature below 20° C. Stir at 15-20° C. for 15 minutes, and then allow warming to ambient temperature... RXN SMILES: [F:1][C:2]1[CH:3]=[CH:4][C:5]2[N:14]=[C:13]([N:15]3[CH2:20][CH2:19][NH:18][C@@H:17]([CH2:21][CH2:22][O:23][CH3:24])[CH2:16]3)[C:12]3[CH:11]=[C:10]([CH3:25])[S:9][C:8]=3[NH:7][C:6]=2[CH:26]=1.C=O.[C:29](O[BH-](OC(=O)C)OC(=O)C)(=O)C.[Na+].C(=O)(O)[O-].[Na+].[Cl:48]CCCl>>[ClH:48].[F:1][C:2]1[CH:3]=[CH:4][C:5]2[N:14]=[C:13]([N:15]3[CH2:20][CH2:19][N:18]([CH3:29])[C@@H:17]([CH2:21][CH2:22][O:23][CH3:24])[CH2:16]3)[C:12]3[CH:11]=[C:10]([CH3:25])[S:9][C:8]=3[NH:7][C:6]=2[CH:26]=1 |f:2.3,4.5,7.8|. Reactants: FC=1C=CC2=C(NC=3SC(=CC3C(=N2)N2C[C@@H](NCC2)CCOC)C)C1 ((S)-6-fluoro-10-[3-(2-methoxy-ethyl)-piperazin-1-yl]-2-methyl-4H-3-thia-4,9-diaza-benzo[f]azulene), C([O-])(O)=O.[Na+] (sodium bicarbonate), ClCCCl (1,2-dichloroethane), C=O (formaldehyde), C(C)(=O)O[BH-](OC(C)=O)OC(C)=O.[Na+] (sodium triacetoxyborohydride). Reaction conditions: temperature 17.5 celsius, time 15 minute. Reactants: CN1CCCC1=O, Cc1nc(N)ncc1-c1nc(N2CCOCC2)c2nc(Cl)n(CC3CC3)c2n1, NC(=O)C1CCNCC1, O. Product: Cc1nc(N)ncc1-c1nc(N2CCOCC2)c2nc(N3CCC(C(N)=O)CC3)n(CC3CC3)c2n1. As a reaction SMILES: [CH3:1][N:2]1[CH2:3][CH2:4][CH2:5][C:6]1=[O:7].[Cl:8][c:9]1[n:10]([CH2:32][CH:33]2[CH2:34][CH2:35]2)[c:11]2[n:12][c:13](-[c:24]3[c:25]([CH3:31])[n:26][c:27]([NH2:30])[n:28][cH:29]3)[n:14][c:15]([N:18]3[CH2:19][CH2:20][O:21][CH2:22][CH2:23]3)[c:16]2[n:17]1.[NH:36]1[CH2:37][CH2:38][CH:39]([C:40](=[O:41])[NH2:42])[CH2:43][CH2:44]1.[OH2:45]>>[c:9]1([N:36]2[CH2:37][CH2:38][CH:39]([C:40](=[O:41])[NH2:42])[CH2:43][CH2:44]2)[n:10]([CH2:32][CH:33]2[CH2:34][CH2:35]2)[c:11]2[n:12][c:13](-[c:24]3[c:25]([CH3:31])[n:26][c:27]([NH2:30])[n:28][cH:29]3)[n:14][c:15]([N:18]3[CH2:19][CH2:20][O:21][CH2:22][CH2:23]3)[c:16]2[n:17]1. Reactants: Clc1ccccc1N1CCNCC1, Cl, C1CCC2=NCCCN2CC1, C1CCOC1, O, O=C([O-])Nc1cccc2c1CC(O)CC2. The product is O=C(Nc1cccc2c1CC(O)CC2)N1CCN(c2ccccc2Cl)CC1. As a reaction SMILES: [Cl:17][c:18]1[c:19]([N:24]2[CH2:25][CH2:26][NH:27][CH2:28][CH2:29]2)[cH:20][cH:21][cH:22][cH:23]1.[ClH:16].[N:30]12[CH2:31][CH2:32][CH2:33][N:34]=[C:35]1[CH2:36][CH2:37][CH2:38][CH2:39][CH2:40]2.[O:42]1[CH2:43][CH2:44][CH2:45][CH2:46]1.[OH2:41].[OH:1][CH:2]1[CH2:3][CH2:4][c:5]2[cH:6][cH:7][cH:8][c:9]([NH:12][C:13]([O-:14])=[O:15])[c:10]2[CH2:11]1>>[OH:1][CH:2]1[CH2:3][CH2:4][c:5]2[cH:6][cH:7][cH:8][c:9]([NH:12][C:13](=[O:15])[N:27]3[CH2:26][CH2:25][N:24]([c:19]4[c:18]([Cl:17])[cH:23][cH:22][cH:21][cH:20]4)[CH2:29][CH2:28]3)[c:10]2[CH2:11]1. Starting materials: ClC=1C=CC(=C(C1)C1=NN(C=C1NC(=O)C=1C=NN2C1N=CC=C2)C\C=C\CCl)OC(F)F (N-[3-[5-chloro-2-(difluoromethoxy)phenyl]-1-[(2E)-4-chlorobut-2-en-1-yl]-1H-pyrazol-4-yl]pyrazolo[1,5-a]pyrimidine-3-carboxamide), N1CCOCC1 (morpholine). Run in CN(C)C=O (DMF). The product is ClC=1C=CC(=C(C1)C1=NN(C=C1NC(=O)C=1C=NN2C1N=CC=C2)C\C=C\CN2CCOCC2)OC(F)F (N-[3-[5-chloro-2-(difluoromethoxy)phenyl]-1-[(2E)-4-(morpholin-4-yl)but-2-en-1-yl]-1H-pyrazol-4-yl]pyrazolo[1,5-a]pyrimidine-3-carboxamide). RXN SMILES: [Cl:1][C:2]1[CH:3]=[CH:4][C:5]([O:30][CH:31]([F:33])[F:32])=[C:6]([C:8]2[C:12]([NH:13][C:14]([C:16]3[CH:17]=[N:18][N:19]4[CH:24]=[CH:23][CH:22]=[N:21][C:20]=34)=[O:15])=[CH:11][N:10]([CH2:25]/[CH:26]=[CH:27]/[CH2:28]Cl)[N:9]=2)[CH:7]=1.[NH:34]1[CH2:39][CH2:38][O:37][CH2:36][CH2:35]1>CN(C=O)C>[Cl:1][C:2]1[CH:3]=[CH:4][C:5]([O:30][CH:31]([F:32])[F:33])=[C:6]([C:8]2[C:12]([NH:13][C:14]([C:16]3[CH:17]=[N:18][N:19]4[CH:24]=[CH:23][CH:22]=[N:21][C:20]=34)=[O:15])=[CH:11][N:10]([CH2:25]/[CH:26]=[CH:27]/[CH2:28][N:34]3[CH2:39][CH2:38][O:37][CH2:36][CH2:35]3)[N:9]=2)[CH:7]=1. Procedure: A solution of N-[3-[5-chloro-2-(difluoromethoxy)phenyl]-1-[(2E)-4-chlorobut-2-en-1-yl]-1H-pyrazol-4-yl]pyrazolo[1,5-a]pyrimidine-3-carboxamide (160 mg, 0.324 mmol) and morpholine (0.5 mL) in DMF (4 mL) was stirred at room temperature for 2 h. The resulting mixture was concentrated under vacuum. The crude product (200 mg) was purified by Flash-Prep-HPLC with the following conditions (IntelFlash-1): Column, silica gel; mobile phase, CH3CN/H2O=20% increasing to CH3CN/H2O=50% within 20 min; Detector...